From a dataset of the Open Reaction Database (ORD), a public repository of structured organic reaction records. describe an organic reaction: reactants, conditions, products, and yield The reactants are CCO, Oc1ccc(-c2nc(CCl)co2)cc1, [H-], [Na+], SCCOc1ccccc1. Product: Oc1ccc(-c2nc(CSCCOc3ccccc3)co2)cc1. As a reaction SMILES: [CH3:27][CH2:28][OH:29].[Cl:13][CH2:14][c:15]1[n:16][c:17](-[c:20]2[cH:21][cH:22][c:23]([OH:26])[cH:24][cH:25]2)[o:18][cH:19]1.[H-:1].[Na+:2].[O:3]([c:4]1[cH:5][cH:6][cH:7][cH:8][cH:9]1)[CH2:10][CH2:11][SH:12]>>[O:3]([c:4]1[cH:5][cH:6][cH:7][cH:8][cH:9]1)[CH2:10][CH2:11][S:12][CH2:14][c:15]1[n:16][c:17](-[c:20]2[cH:21][cH:22][c:23]([OH:26])[cH:24][cH:25]2)[o:18][cH:19]1. The reactants are ClC=1C(N(N=CC1Cl)C1OCCCC1)=O (4,5-Dichloro-2-(tetrahydro-2H-pyran-2-yl)-3(2H)-pyridazinone), CO (methanol), glycol, [OH-].[K+] (KOH), crude material, two. The solvent is hexanes ethyl ether. Reaction conditions: temperature 0 celsius, time 3 hour. The product is ClC=1C(N(N=CC1OC)C1OCCCC1)=O (4-chloro-5-methoxy-2-(tetrahydro-2H-pyran-2-yl)-3(2H)-pyridazinone). Isolated yield 77.0%. Reaction SMILES: [Cl:1][C:2]1[C:3](=[O:15])[N:4]([CH:9]2[CH2:14][CH2:13][CH2:12][CH2:11][O:10]2)[N:5]=[CH:6][C:7]=1Cl.[OH-:16].[K+].[CH3:18]O>>[Cl:1][C:2]1[C:3](=[O:15])[N:4]([CH:9]2[CH2:14][CH2:13][CH2:12][CH2:11][O:10]2)[N:5]=[CH:6][C:7]=1[O:16][CH3:18] |f:1.2|. Procedure details: 4,5-Dichloro-2-(tetrahydro-2H-pyran-2-yl)-3(2H)-pyridazinone from the previous step and 17 L of methanol were added to a 50 L round bottomed flask equipped with a glycol cooling jacket and a mechanical stirrer. The resulting solution was cooled to 0° C. and 87% KOH (1172 g 18.17 moles) was added in small portions over approximately 1 h. The mixture exothermed to 40° C. Following the addition, the mixture was stirred an additional 3 h. at ambient temperature. The reaction mixture was partitioned ...